Dataset: the Open Reaction Database (ORD), a public repository of structured organic reaction records. Task: describe an organic reaction: reactants, conditions, products, and yield Starting materials: CS(C)=O, ON=Cc1ccccc1, O=C(c1ccc(Cl)cc1)c1ccc([N+](=O)[O-])cc1, [H-], [Na+], O. Product: O=C(c1ccc(O)cc1)c1ccc(Cl)cc1. Reaction SMILES: [CH3:1][S:2]([CH3:3])=[O:4].[CH:7](=[N:8][OH:15])[c:9]1[cH:10][cH:11][cH:12][cH:13][cH:14]1.[Cl:16][c:17]1[cH:18][cH:19][c:20]([C:23]([c:24]2[cH:25][cH:26][c:27]([N+:30]([O-:31])=[O:32])[cH:28][cH:29]2)=[O:33])[cH:21][cH:22]1.[H-:5].[Na+:6].[OH2:34]>>[OH:15][c:27]1[cH:26][cH:25][c:24]([C:23]([c:20]2[cH:19][cH:18][c:17]([Cl:16])[cH:22][cH:21]2)=[O:33])[cH:29][cH:28]1. Reactants: ClC=1C(=NC=C(C1)CO)N[C@H]1CN(CCC1)C(=O)OC(C)(C)C (tert-butyl (3R)-3-{[3-chloro-5-(hydroxymethyl)-2-pyridinyl]amino}-1-piperidinecarboxylate). Reagents/catalysts: O=[Mn]=O (MnO2). The solvent is C(Cl)(Cl)Cl (CHCl3). Conditions: temperature 60 celsius, time 3.5 hour. The product is ClC=1C(=NC=C(C1)C=O)N[C@H]1CN(CCC1)C(=O)OC(C)(C)C (tert-butyl (3R)-3-[(3-chloro-5-formyl-2-pyridinyl)amino]-1-piperidinecarboxylate). Isolated yield 91.3%. Reaction SMILES: [Cl:1][C:2]1[C:3]([NH:10][C@@H:11]2[CH2:16][CH2:15][CH2:14][N:13]([C:17]([O:19][C:20]([CH3:23])([CH3:22])[CH3:21])=[O:18])[CH2:12]2)=[N:4][CH:5]=[C:6]([CH2:8][OH:9])[CH:7]=1>C(Cl)(Cl)Cl.O=[Mn]=O>[Cl:1][C:2]1[C:3]([NH:10][C@@H:11]2[CH2:16][CH2:15][CH2:14][N:13]([C:17]([O:19][C:20]([CH3:23])([CH3:22])[CH3:21])=[O:18])[CH2:12]2)=[N:4][CH:5]=[C:6]([CH:8]=[O:9])[CH:7]=1. Procedure: A mixture of tert-butyl (3R)-3-{[3-chloro-5-(hydroxymethyl)-2-pyridinyl]amino}-1-piperidinecarboxylate (10.0 g) and MnO2 (25.4 g) in CHCl3 (200 ml) was stirred at 60° C. for 3.5 hours. After removal of the insoluble material, and the solvent was evaporated in vacuo to give tert-butyl (3R)-3-[(3-chloro-5-formyl-2-pyridinyl)amino]-1-piperidinecarboxylate (9.08 g).